The task is: describe an organic reaction: reactants, conditions, products, and yield. This data is from the Open Reaction Database (ORD), a public repository of structured organic reaction records. Starting materials: ClC1=CC=C(C=C1)[C@@]1(N=C(N([C@]1(C)C1=CC=C(C=C1)Cl)C(=O)Cl)C1=C(C=C(C=C1)C(C)(C)C#N)OCC)C ((4S,5R)-4,5-bis-(4-chloro-phenyl)-2-[4-(cyano-dimethyl-methyl)-2-ethoxy-phenyl]-4,5-dimethyl-4,5-dihydro-imidazole-1-carbonyl chloride), C(C)(C)(C)C1=CC(=C(C=C1)C=1N([C@]([C@](N1)(C)C1=CC=C(C=C1)Cl)(C)C1=CC=C(C=C1)Cl)C(=O)N1CCN(CC1)CCCS(=O)(=O)CC)OCC ([(4S,5R)-2-(4-tert-Butyl-2-ethoxy-phenyl)-4,5-bis-(4-chloro-phenyl)-4,5-dimethyl-4,5-dihydro-imidazol-1-yl]-[4-(3-ethanesulfonyl-propyl)-piperazin-1-yl]-methanone). Yields the product ClC1=CC=C(C=C1)[C@@]1(N=C(N([C@]1(C)C1=CC=C(C=C1)Cl)C(=O)N1CCN(CC1)CCCS(=O)(=O)CC)C1=C(C=C(C=C1)C(C#N)(C)C)OCC)C (2-(4-{(4S,5R)-4,5-Bis-(4-chloro-phenyl)-1-[4-(3-ethanesulfonyl-propyl)-piperazine-1-carbonyl]-4,5-dimethyl-4,5-dihydro-1H-imidazol-2-yl}-3-ethoxy-phenyl)-2-methyl-propionitrile). As a reaction SMILES: [Cl:1][C:2]1[CH:7]=[CH:6][C:5]([C@@:8]2([CH3:38])[C@:12]([C:14]3[CH:19]=[CH:18][C:17]([Cl:20])=[CH:16][CH:15]=3)([CH3:13])[N:11]([C:21](Cl)=[O:22])[C:10]([C:24]3[CH:29]=[CH:28][C:27]([C:30]([C:33]#[N:34])([CH3:32])[CH3:31])=[CH:26][C:25]=3[O:35][CH2:36][CH3:37])=[N:9]2)=[CH:4][CH:3]=1.C(C1C=CC(C2N(C([N:72]3[CH2:77][CH2:76][N:75]([CH2:78][CH2:79][CH2:80][S:81]([CH2:84][CH3:85])(=[O:83])=[O:82])[CH2:74][CH2:73]3)=O)[C@@](C3C=CC(Cl)=CC=3)(C)[C@@](C3C=CC(Cl)=CC=3)(C)N=2)=C(OCC)C=1)(C)(C)C>>[Cl:1][C:2]1[CH:7]=[CH:6][C:5]([C@@:8]2([CH3:38])[C@:12]([C:14]3[CH:19]=[CH:18][C:17]([Cl:20])=[CH:16][CH:15]=3)([CH3:13])[N:11]([C:21]([N:72]3[CH2:73][CH2:74][N:75]([CH2:78][CH2:79][CH2:80][S:81]([CH2:84][CH3:85])(=[O:82])=[O:83])[CH2:76][CH2:77]3)=[O:22])[C:10]([C:24]3[CH:29]=[CH:28][C:27]([C:30]([CH3:31])([CH3:32])[C:33]#[N:34])=[CH:26][C:25]=3[O:35][CH2:36][CH3:37])=[N:9]2)=[CH:4][CH:3]=1. Reported procedure: In a manner analogous to the method described in example 5, (4S,5R)-4,5-bis-(4-chloro-phenyl)-2-[4-(cyano-dimethyl-methyl)-2-ethoxy-phenyl]-4,5-dimethyl-4,5-dihydro-imidazole-1-carbonyl chloride was reacted with 1-(3-ethanesulfonyl-propyl)-piperazine dihydrochloride (example 167) to give the title compound. HR-MS (ES, m/z) calculated for C38H48N5O4SCl2 [(M+H)+] 752.2799, observed 752.2799. Starting materials: CC(=O)O, COCc1cc(C)[nH]c(=O)c1C#N. The product is COCc1cc(C)[nH]c(=O)c1CN. RXN SMILES: [CH3:14][C:15](=[O:16])[OH:17].[CH3:1][c:2]1[cH:3][c:4]([CH2:11][O:12][CH3:13])[c:5]([C:9]#[N:10])[c:6](=[O:8])[nH:7]1>>[CH3:1][c:2]1[cH:3][c:4]([CH2:11][O:12][CH3:13])[c:5]([CH2:9][NH2:10])[c:6](=[O:8])[nH:7]1.